describe an organic reaction: reactants, conditions, products, and yield From a dataset of the Open Reaction Database (ORD), a public repository of structured organic reaction records. The reactants are COC=1C=CC=C2CCCC(C12)NC1=NC2=CC=C(C=C2C=C1)N (rac-N2-(8-methoxy-1,2,3,4-tetrahydro-naphthalen-1-yl)-quinoline-2,6-diamine), N1(CCOCC1)CC(=O)O (morpholin-4-yl-acetic acid). Product: COC=1C=CC=C2CCCC(C12)NC1=NC2=CC=C(C=C2C=C1)NC(CN1CCOCC1)=O (rac-N-[2-(8-Methoxy-1,2,3,4-tetrahydro-naphthalen-1-ylamino)-quinolin-6-yl]-2-morpholin-4-yl-acetamide). Reaction SMILES: [CH3:1][O:2][C:3]1[CH:4]=[CH:5][CH:6]=[C:7]2[C:12]=1[CH:11]([NH:13][C:14]1[CH:23]=[CH:22][C:21]3[C:16](=[CH:17][CH:18]=[C:19]([NH2:24])[CH:20]=3)[N:15]=1)[CH2:10][CH2:9][CH2:8]2.[N:25]1([CH2:31][C:32](O)=[O:33])[CH2:30][CH2:29][O:28][CH2:27][CH2:26]1>>[CH3:1][O:2][C:3]1[CH:4]=[CH:5][CH:6]=[C:7]2[C:12]=1[CH:11]([NH:13][C:14]1[CH:23]=[CH:22][C:21]3[C:16](=[CH:17][CH:18]=[C:19]([NH:24][C:32](=[O:33])[CH2:31][N:25]4[CH2:30][CH2:29][O:28][CH2:27][CH2:26]4)[CH:20]=3)[N:15]=1)[CH2:10][CH2:9][CH2:8]2. Procedure details: The title compound was prepared in accordance with the general method 14 described in example 119 from rac-N2-(8-methoxy-1,2,3,4-tetrahydro-naphthalen-1-yl)-quinoline-2,6-diamine and morpholin-4-yl-acetic acid; MS: m/e=447.3 (M+H+). Starting materials: C1CCOC1, COc1cc2c(cc1OC)C(=O)OC2=O, [Cl-], Cl[Mg]c1ccccc1, Cl, [NH4+]. Product: COc1cc(C(=O)O)c(C(=O)c2ccccc2)cc1OC. Reaction SMILES: [CH2:27]1[O:28][CH2:29][CH2:30][CH2:31]1.[CH3:1][O:2][c:3]1[cH:4][c:5]2[c:6]([cH:12][c:13]1[O:14][CH3:15])[C:7](=[O:8])[O:9][C:10]2=[O:11].[Cl-:24].[Cl:16][Mg:17][c:18]1[cH:19][cH:20][cH:21][cH:22][cH:23]1.[ClH:26].[NH4+:25]>>[CH3:1][O:2][c:3]1[cH:4][c:5]([C:10]([OH:9])=[O:11])[c:6]([C:7](=[O:8])[c:18]2[cH:19][cH:20][cH:21][cH:22][cH:23]2)[cH:12][c:13]1[O:14][CH3:15].